From a dataset of the Open Reaction Database (ORD), a public repository of structured organic reaction records. describe an organic reaction: reactants, conditions, products, and yield Starting materials: C[O-].[Na+] (sodium methoxide), Cl.Cl.Cl.N[C@@H](CNC=1SC2=C(N1)C=CC=C2)C (2-[(R)-(2-amino-1-propyl)amino]benzothiazole trihydrochloride), C(C)(=O)O[C@H]1[C@@H](O[C@@H]([C@H]1OC(C)=O)COC(C)=O)N1C2=NC(=NC(=C2N=C1)Cl)Cl (9-(2,3,5-tri-O-acetyl-β-D-ribofuranosyl)-2,6-di-chloro-9H-purine), C(C)(=O)O[C@H]1[C@@H](O[C@@H]([C@H]1OC(C)=O)COC(C)=O)N1C=NC=2C(N[C@@H](CNC=3SC4=C(N3)C=CC=C4)C)=NC(=NC12)Cl (2',3',5'-tri-O-acetyl-N-[(R)-1-(2-benzothiazolyl)amino-2-propyl]-2-chloroadenosine). Run in CO (methanol). Yields the product S1C(=NC2=C1C=CC=C2)NC[C@@H](C)NC=2C=1N=CN([C@H]3[C@H](O)[C@H](O)[C@@H](CO)O3)C1N=C(N2)Cl (N-[(R)-1-(2-benzothiazolyl)amino-2-propyl]-2-chloroadenosine). Isolated yield 29.0%. Reaction SMILES: Cl.Cl.Cl.N[C@H](C)CNC1SC2C=CC=CC=2N=1.C(O[C@@H]1[C@H](OC(=O)C)[C@@H](COC(=O)C)O[C@H]1N1C=NC2C1=NC(Cl)=NC=2Cl)(=O)C.C([O:50][C@@H:51]1[C@H:55]([O:56]C(=O)C)[C@@H:54]([CH2:60][O:61]C(=O)C)[O:53][C@H:52]1[N:65]1[C:87]2[N:86]=[C:85]([Cl:88])[N:84]=[C:69]([NH:70][C@H:71]([CH3:83])[CH2:72][NH:73][C:74]3[S:75][C:76]4[CH:82]=[CH:81][CH:80]=[CH:79][C:77]=4[N:78]=3)[C:68]=2[N:67]=[CH:66]1)(=O)C.C[O-].[Na+]>CO>[S:75]1[C:76]2[CH:82]=[CH:81][CH:80]=[CH:79][C:77]=2[N:78]=[C:74]1[NH:73][CH2:72][C@H:71]([NH:70][C:69]1[C:68]2[N:67]=[CH:66][N:65]([C:87]=2[N:86]=[C:85]([Cl:88])[N:84]=1)[C@@H:52]1[O:53][C@H:54]([CH2:60][OH:61])[C@@H:55]([OH:56])[C@H:51]1[OH:50])[CH3:83] |f:0.1.2.3,6.7|. Procedure details: 2-[(R)-(2-Amino-1-propyl)amino]benzothiazole trihydrochloride (0.065 g, 70%), m.p. 226-226° C., was subsequently obtained by hydrolysis in a mixture of 6N hydrochloric acid and ethyl acetate (2 ml), the procedure described in Example 1. This 2-[(R)-(2-amino-1-propyl)amino]benzothiazole trihydrochloride (0.06 g, 0. 19 mmol) was reacted with 9-(2,3,5-tri-O-acetyl-β-D-ribofuranosyl)-2,6-di-chloro-9H-purine (0.127 g, 1.2 mmol), followed by deacylation of the purified 2',3',5'-tri-O-acetyl-N-[(R)-1-(... Reactants: CC(C)(C)OC(=O)c1ccccc1-c1ccc(CBr)cc1, N#Cc1ccccc1-c1ccc(CN)cc1. Yields the product CC(C)(C)OC(=O)c1ccccc1-c1ccc(CN)cc1. RXN SMILES: [Br:17][CH2:18][c:19]1[cH:20][cH:21][c:22](-[c:25]2[c:26]([C:31](=[O:32])[O:33][C:34]([CH3:35])([CH3:36])[CH3:37])[cH:27][cH:28][cH:29][cH:30]2)[cH:23][cH:24]1.[NH2:1][CH2:2][c:3]1[cH:4][cH:5][c:6](-[c:7]2[cH:8][cH:9][cH:10][cH:11][c:12]2[C:13]#[N:14])[cH:15][cH:16]1>>[NH2:1][CH2:18][c:19]1[cH:20][cH:21][c:22](-[c:25]2[c:26]([C:31](=[O:32])[O:33][C:34]([CH3:35])([CH3:36])[CH3:37])[cH:27][cH:28][cH:29][cH:30]2)[cH:23][cH:24]1. Starting materials: CCOC(=O)NN, CC#N, Cn1c(=O)c(Cl)nc2ccccc21. Product: CCOC(=O)NNc1nc2ccccc2n(C)c1=O. RXN SMILES: [C:14]([NH:15][NH2:16])(=[O:17])[O:18][CH2:19][CH3:20].[CH3:21][C:22]#[N:23].[Cl:1][c:2]1[c:3](=[O:13])[n:4]([CH3:12])[c:5]2[cH:6][cH:7][cH:8][cH:9][c:10]2[n:11]1>>[c:2]1([NH:16][NH:15][C:14](=[O:17])[O:18][CH2:19][CH3:20])[c:3](=[O:13])[n:4]([CH3:12])[c:5]2[cH:6][cH:7][cH:8][cH:9][c:10]2[n:11]1. Starting materials: N(=NC(=O)OCC)C(=O)OCC (diethyl azodicarboxylate), OC=1C=C2CCCC(C2=CC1)=O (6-hydroxy-1-tetralone), CN(CCO)C (N,N-dimethylethanolamine), C1(=CC=CC=C1)P(C1=CC=CC=C1)C1=CC=CC=C1 (triphenylphosphine). The solvent is C1CCOC1 (THF). Run at time 8 hour. Product: CN(CCOC=1C=C2CCCC(C2=CC1)=O)C (6-(2-dimethylamino-ethoxy)-3,4-dihydro-2H-naphthalen-1-one). RXN SMILES: [OH:1][C:2]1[CH:3]=[C:4]2[C:9](=[CH:10][CH:11]=1)[C:8](=[O:12])[CH2:7][CH2:6][CH2:5]2.[CH3:13][N:14]([CH3:18])[CH2:15][CH2:16]O.C1(P(C2C=CC=CC=2)C2C=CC=CC=2)C=CC=CC=1.N(C(OCC)=O)=NC(OCC)=O>C1COCC1>[CH3:13][N:14]([CH3:18])[CH2:15][CH2:16][O:1][C:2]1[CH:3]=[C:4]2[C:9](=[CH:10][CH:11]=1)[C:8](=[O:12])[CH2:7][CH2:6][CH2:5]2. Procedure: To a mixture of 6-hydroxy-1-tetralone (Aldrich, 1.0 g, 6.17 mmol, 1.0 eq), N,N-dimethylethanolamine (Aldrich, 0.93 mL, 9.26 mmol, 1.5 eq), and triphenylphosphine (Aldrich, 2.43 g, 9.26 mmol, 1.5 eq) in THF (10 mL) was added diethyl azodicarboxylate (Aldrich, 1.94 mL, 12.34 mmol, 2.0 eq) at 0° C. The reaction mixture was gradually warmed to RT and continued to stir overnight. The solvent was evaporated in vacuo. The residue was purified by silica gel chromatography (3%-5% MeOH—CH2Cl2) to provide ... Starting materials: CCP(=O)(Cl)Cl, c1ccc(CNc2ccccc2)cc1. Product: CCP1(=O)c2ccccc2CN1c1ccccc1. RXN SMILES: [CH2:15]([CH3:16])[P:17](=[O:18])([Cl:19])[Cl:20].[CH2:1]([c:2]1[cH:3][cH:4][cH:5][cH:6][cH:7]1)[NH:8][c:9]1[cH:10][cH:11][cH:12][cH:13][cH:14]1>>[CH2:1]1[c:2]2[c:3]([cH:4][cH:5][cH:6][cH:7]2)[P:17]([CH2:15][CH3:16])(=[O:18])[N:8]1[c:9]1[cH:10][cH:11][cH:12][cH:13][cH:14]1.